This data is from the Open Reaction Database (ORD), a public repository of structured organic reaction records. The task is: describe an organic reaction: reactants, conditions, products, and yield The reactants are ClC=1C(=NC=NC1Cl)N (5,6-dichloropyrimidin-4-amine), NCC1CCN(CC1)C(=O)OC(C)(C)C (tert-butyl 4-(aminomethyl)piperidine-1-carboxylate), C1(=CC=CC=C1)NC1=CC=C(C=C1)B1OC(C(O1)(C)C)(C)C (N-phenyl-4-(4,4,5,5-tetramethyl-1,3,2-dioxaborolan-2-yl)aniline), C(C=C)(=O)Cl (acryloyl chloride). Yields the product NC1=C(C(=NC=N1)NCC1CCN(CC1)C(C=C)=O)C1=CC=C(C=C1)NC1=CC=CC=C1 (1-(4-(((6-amino-5-(4-(phenylamino)phenyl)pyrimidin-4-yl)amino)methyl)piperidin-1-yl)prop-2-en-1-one). RXN SMILES: Cl[C:2]1[C:3]([NH2:9])=[N:4][CH:5]=[N:6][C:7]=1Cl.[NH2:10][CH2:11][CH:12]1[CH2:17][CH2:16][N:15]([C:18]([O:20]C(C)(C)C)=O)[CH2:14][CH2:13]1.[C:25]1([NH:31][C:32]2[CH:37]=[CH:36][C:35](B3OC(C)(C)C(C)(C)O3)=[CH:34][CH:33]=2)[CH:30]=[CH:29][CH:28]=[CH:27][CH:26]=1.[C:47](Cl)(=O)[CH:48]=C>>[NH2:9][C:3]1[N:4]=[CH:5][N:6]=[C:7]([NH:10][CH2:11][CH:12]2[CH2:13][CH2:14][N:15]([C:18](=[O:20])[CH:47]=[CH2:48])[CH2:16][CH2:17]2)[C:2]=1[C:35]1[CH:36]=[CH:37][C:32]([NH:31][C:25]2[CH:30]=[CH:29][CH:28]=[CH:27][CH:26]=2)=[CH:33][CH:34]=1. Procedure details: 1-(4-(((6-amino-5-(4-(phenylamino)phenyl)pyrimidin-4-yl)amino)methyl)piperidin-1-yl)prop-2-en-1-one was prepared from 5,6-dichloropyrimidin-4-amine, tert-butyl 4-(aminomethyl)piperidine-1-carboxylate, N-phenyl-4-(4,4,5,5-tetramethyl-1,3,2-dioxaborolan-2-yl)aniline, and acryloyl chloride using methods B, C, D, and F. HPLC purity: 98%. MS: m/z=429 [M+H]+. The reactants are CCOC(=O)CCc1ccc(OCCc2coc(-c3ccccc3)n2)cc1COC(=O)NC1CCCCC1, CCO, [Na+], [OH-]. Product: O=C(O)CCc1ccc(OCCc2coc(-c3ccccc3)n2)cc1COC(=O)NC1CCCCC1. RXN SMILES: [CH2:1]([CH3:2])[O:3][C:4]([CH2:5][CH2:6][c:7]1[c:8]([CH2:27][O:28][C:29]([NH:30][CH:31]2[CH2:32][CH2:33][CH2:34][CH2:35][CH2:36]2)=[O:37])[cH:9][c:10]([O:13][CH2:14][CH2:15][c:16]2[n:17][c:18](-[c:21]3[cH:22][cH:23][cH:24][cH:25][cH:26]3)[o:19][cH:20]2)[cH:11][cH:12]1)=[O:38].[CH3:41][CH2:42][OH:43].[Na+:40].[OH-:39]>>[O:3]=[C:4]([CH2:5][CH2:6][c:7]1[c:8]([CH2:27][O:28][C:29]([NH:30][CH:31]2[CH2:32][CH2:33][CH2:34][CH2:35][CH2:36]2)=[O:37])[cH:9][c:10]([O:13][CH2:14][CH2:15][c:16]2[n:17][c:18](-[c:21]3[cH:22][cH:23][cH:24][cH:25][cH:26]3)[o:19][cH:20]2)[cH:11][cH:12]1)[OH:38]. The reactants are COC(CCC1=C(C=CC(=C1)OCCCC(=O)OCC)CCCCCCOC1OCCCC1)=O (rac-2-[6-[(3,4,5,6-tetrahydro-2H-pyran-2-yl)oxy]hexyl]-5-(4-ethoxy-4-oxobutoxy)benzenepropanoic acid methyl ester), O.C1(=CC=C(C=C1)S(=O)(=O)O)C (p-toluenesulfonic acid monohydrate). The solvent is CO (methanol). The product is COC(CCC1=C(C=CC(=C1)OCCCC(=O)OC)CCCCCCO)=O (2-(6-hydroxyhexyl)-5-(4-methoxy-4-oxobutoxy)benzenepropanoic acid methyl ester). Yield: 59.0%. RXN SMILES: [CH3:1][O:2][C:3](=[O:34])[CH2:4][CH2:5][C:6]1[CH:11]=[C:10]([O:12][CH2:13][CH2:14][CH2:15][C:16]([O:18][CH2:19]C)=[O:17])[CH:9]=[CH:8][C:7]=1[CH2:21][CH2:22][CH2:23][CH2:24][CH2:25][CH2:26][O:27]C1CCCCO1.O.C1(C)C=CC(S(O)(=O)=O)=CC=1>CO>[CH3:1][O:2][C:3](=[O:34])[CH2:4][CH2:5][C:6]1[CH:11]=[C:10]([O:12][CH2:13][CH2:14][CH2:15][C:16]([O:18][CH3:19])=[O:17])[CH:9]=[CH:8][C:7]=1[CH2:21][CH2:22][CH2:23][CH2:24][CH2:25][CH2:26][OH:27] |f:1.2|. Reported procedure: A solution of 4.26 g (8.91 mmol) of rac-2-[6-[(3,4,5,6-tetrahydro-2H-pyran-2-yl)oxy]hexyl]-5-(4-ethoxy-4-oxobutoxy)benzenepropanoic acid methyl ester, 0.16 g of p-toluenesulfonic acid monohydrate, and 75 mL of methanol was stirred and refluxed for 24 hr. The solvent was removed in vacuo and the residue was dissolved in ether. The ether solution was washed with saturated sodium bicarbonate solution and processed in the usual manner giving an oil. This material was flash-chromatographed on silica ... Reactants: C(C=CC)N(C(C(F)(F)F)=O)C1=NC=C(C=C1I)F (N-but-2-enyl-2,2,2-trifluoro-N-(5-fluoro-3-iodo-pyridin-2-yl)-acetamide). The reagents and catalysts are [N+](CCCC)(CCCC)(CCCC)CCCC.[Cl-] (n-Bu4NCl), CC(=O)[O-].CC(=O)[O-].[Pd+2] (Pd(OAc)2). Solvent: CCOC(=O)C (EtOAc), CN(C)C=O (DMF). Reaction conditions: temperature 100 celsius, time 2 hour. Product: C(C)C1=CNC2=NC=C(C=C21)F (3-ethyl-5-fluoro-1H-pyrrolo[2,3-b]pyridine). Yield: 70.3%. RXN SMILES: [CH2:1]([N:5]([C:12]1[C:17](I)=[CH:16][C:15]([F:19])=[CH:14][N:13]=1)C(=O)C(F)(F)F)[CH:2]=[CH:3][CH3:4]>CN(C=O)C.[N+](CCCC)(CCCC)(CCCC)CCCC.[Cl-].CCOC(C)=O.CC([O-])=O.CC([O-])=O.[Pd+2]>[CH2:3]([C:2]1[C:17]2[C:12](=[N:13][CH:14]=[C:15]([F:19])[CH:16]=2)[NH:5][CH:1]=1)[CH3:4] |f:2.3,5.6.7|. Procedure details: A solution of N-but-2-enyl-2,2,2-trifluoro-N-(5-fluoro-3-iodo-pyridin-2-yl)-acetamide (2.57 g, 6.5 mmol) in DMF (10 mL) is treated with n-Bu4NCl (2 g, 7.15 mmol), Pd(OAc)2 (59 mg, 0.26 mmol), and stirred at 100° C. for 2 h. The mixture is cooled to rt, diluted with EtOAc (50 mL), filtered through a pad of silica gel, and washed with 1 M HCl (50 mL). The organic layer is separated, dried (Na2SO4), filtered and concentrated in vacuo. The residue is purified by silica gel chromatography eluting wit... Reactants: CCOC(=O)C(Cc1cccc(OCC(O)COc2ccc(Cl)cc2Cl)c1)OC(C)C, CCN(CC)S(F)(F)F, ClCCl, O. Yields the product CCOC(=O)C(Cc1cccc(OCC(F)COc2ccc(Cl)cc2Cl)c1)OC(C)C. As a reaction SMILES: [CH2:1]([CH3:2])[O:3][C:4]([CH:5]([CH2:6][c:7]1[cH:8][c:9]([O:13][CH2:14][CH:15]([CH2:16][O:17][c:18]2[c:19]([Cl:25])[cH:20][c:21]([Cl:24])[cH:22][cH:23]2)[OH:26])[cH:10][cH:11][cH:12]1)[O:27][CH:28]([CH3:29])[CH3:30])=[O:31].[CH2:32]([N:33]([S:34]([F:35])([F:36])[F:38])[CH2:37][CH3:39])[CH3:40].[Cl:42][CH2:43][Cl:44].[OH2:41]>>[CH2:1]([CH3:2])[O:3][C:4]([CH:5]([CH2:6][c:7]1[cH:8][c:9]([O:13][CH2:14][CH:15]([CH2:16][O:17][c:18]2[c:19]([Cl:25])[cH:20][c:21]([Cl:24])[cH:22][cH:23]2)[F:38])[cH:10][cH:11][cH:12]1)[O:27][CH:28]([CH3:29])[CH3:30])=[O:31].